Task: describe an organic reaction: reactants, conditions, products, and yield. Dataset: the Open Reaction Database (ORD), a public repository of structured organic reaction records The reactants are BrC1=CC(=C(C(=C1)C)C(=O)N1CCC(CC1)N1CCCC1)C ((4-bromo-2,6-dimethyl-phenyl)-(4-pyrrolidin-1-yl-piperidin-1-yl)-methanone), CC1=NC(=CC(=C1C(=O)N1CCC(CC1)N1CCCC1)C)C1=CC(=CC=C1)C(F)(F)F ([2,4-Dimethyl-6-(3-trifluoromethyl-phenyl)-pyridin-3-yl]-(4-pyrrolidin-1-yl-piperidin-1-yl)-methanone), acid chloride, N1CCC(CC1)N1[C@@H](CCC1)COC(C1=CC=CC=C1)=O (benzoic acid (S)-1-piperidin-4-yl-pyrrolidin-2-ylmethyl ester), N1CCC(CC1)N1[C@@H](CCC1)COC(C1=CC=CC=C1)=O (benzoic acid (S)-1-piperidin-4-yl-pyrrolidin-2-ylmethyl ester). Product: CC1=NC(=CC(=C1C(=O)N1CCC(CC1)N1[C@@H](CCC1)COC(C1=CC=CC=C1)=O)C)C1=CC(=CC=C1)C(F)(F)F (benzoic acid (S)-1-{1-[2,4-dimethyl-6-(3-trifluoromethyl-phenyl)-pyridine-3-carbonyl]-piperidin-4-yl}-pyrrolidin-2-ylmethyl ester). Reaction SMILES: BrC1C=C(C)C(C(N2CCC(N3CCCC3)CC2)=O)=C(C)C=1.[CH3:23][C:24]1[C:29]([C:30]([N:32]2[CH2:37][CH2:36][CH:35]([N:38]3[CH2:42][CH2:41][CH2:40][CH2:39]3)[CH2:34][CH2:33]2)=[O:31])=[C:28]([CH3:43])[CH:27]=[C:26]([C:44]2[CH:49]=[CH:48][CH:47]=[C:46]([C:50]([F:53])([F:52])[F:51])[CH:45]=2)[N:25]=1.N1CCC(N2CCC[C@H]2[CH2:65][O:66][C:67](=[O:74])[C:68]2[CH:73]=[CH:72][CH:71]=[CH:70][CH:69]=2)CC1>>[CH3:23][C:24]1[C:29]([C:30]([N:32]2[CH2:37][CH2:36][CH:35]([N:38]3[CH2:39][CH2:40][CH2:41][C@H:42]3[CH2:65][O:66][C:67](=[O:74])[C:68]3[CH:73]=[CH:72][CH:71]=[CH:70][CH:69]=3)[CH2:34][CH2:33]2)=[O:31])=[C:28]([CH3:43])[CH:27]=[C:26]([C:44]2[CH:49]=[CH:48][CH:47]=[C:46]([C:50]([F:53])([F:52])[F:51])[CH:45]=2)[N:25]=1. Procedure: In analogy to the procedures described for intermediate 1 and for intermediate 4B,2,4-dimethyl-6-(3-trifluoromethyl-phenyl)-nicotinic acid (example 27) was converted into its acid chloride and reacted with benzoic acid (S)-1-piperidin-4-yl-pyrrolidin-2-ylmethyl ester (intermediate 3) to give benzoic acid (S)-1-{1-[2,4-dimethyl-6-(3-trifluoromethyl-phenyl)-pyridine-3-carbonyl]-piperidin-4-yl}-pyrrolidin-2-ylmethyl ester, which was subsequently saponified to give the title compound as colorless oi... RXN SMILES: [CH3:1][N:2]([CH:4](N(C)C)OC(C)(C)C)[CH3:3].[CH:13]([O:26][C:27]([C:29]1[N:30]2[CH:33]([S:34][CH2:35][C:36]=1[CH3:37])[CH:32]([NH:38][C:39](=[O:46])[C:40]1[CH:45]=[CH:44][CH:43]=[CH:42][CH:41]=1)[C:31]2=[O:47])=[O:28])([C:20]1[CH:25]=[CH:24][CH:23]=[CH:22][CH:21]=1)[C:14]1[CH:19]=[CH:18][CH:17]=[CH:16][CH:15]=1.[Cl-].[Na+]>CN(C)C=O.C(OCC)(=O)C.C1CCCCC1>[CH:13]([O:26][C:27]([C:29]1[N:30]2[CH:33]([S:34][CH2:35][C:36]=1[CH:37]=[CH:1][N:2]([CH3:4])[CH3:3])[CH:32]([NH:38][C:39](=[O:46])[C:40]1[CH:45]=[CH:44][CH:43]=[CH:42][CH:41]=1)[C:31]2=[O:47])=[O:28])([C:14]1[CH:19]=[CH:18][CH:17]=[CH:16][CH:15]=1)[C:20]1[CH:21]=[CH:22][CH:23]=[CH:24][CH:25]=1 |f:2.3|. Reported procedure: bis-Dimethylamino-tert.-butoxymethane (10 g) is added, under a dry nitrogen atmosphere, to a solution of 2-benzhydryloxycarbonyl-7-benzoylamino-3-methyl-8-oxo-5-thia-1-aza-bicyclo[4.2.0]oct-2-ene (24 g) in anhydrous N,N-dimethylformamide (100 cc). The reaction mixture is stirred at 25° C. for 23 hours and is then poured into a mixture of ethyl acetate (300 cc) and an aqueous saturated sodium chloride solution (700 cc). The aqueous phase is decanted and extracted with ethyl acetate (250 cc). The ... Yields the product C(C1=CC=CC=C1)(C1=CC=CC=C1)OC(=O)C=1N2C(C(C2SCC1C=CN(C)C)NC(C1=CC=CC=C1)=O)=O (2-Benzhydryloxycarbonyl-7-benzoylamino-3-(2-dimethylamino- vinyl)-8-oxo-5-thia-1-aza-bicyclo[4.2.0]oct-2-ene). Reactants: CN(C)C(OC(C)(C)C)N(C)C (bis-Dimethylamino-tert.-butoxymethane), C(C1=CC=CC=C1)(C1=CC=CC=C1)OC(=O)C=1N2C(C(C2SCC1C)NC(C1=CC=CC=C1)=O)=O (2-benzhydryloxycarbonyl-7-benzoylamino-3-methyl-8-oxo-5-thia-1-aza-bicyclo[4.2.0]oct-2-ene), [Cl-].[Na+] (sodium chloride). Isolated yield 37.4%. Reaction conditions: temperature 25 celsius, time 23 hour. The solvent is C(C)(=O)OCC (ethyl acetate), C1CCCCC1 (cyclohexane), C(C)(=O)OCC (ethyl acetate), CN(C=O)C (N,N-dimethylformamide). Starting materials: [Si](C)(C)(C(C)(C)C)OC[C@@H]1C=2C=3C(=NC=NC3SC2CC1)OC1CCC(CC1)(C)NC(OC(C)(C)C)=O (tert-butyl N-(4-[[(3S)-3-[[(tert-butyldimethylsilyl)oxy]methyl]-7-thia-9,11-diazatricyclo[6.4.0.0[2,6]]dodeca-1(8),2(6),9,11-tetraen-12-yl]oxy]-1-methylcyclohexyl)carbamate), TBAF-3H2O. The solvent is O1CCCC1 (tetrahydrofuran). Conditions: time 3 hour. Yields the product OC[C@@H]1C=2C=3C(=NC=NC3SC2CC1)OC1CCC(CC1)(C)NC(OC(C)(C)C)=O (tert-butyl N-(4-[[(3S)-3-(hydroxymethyl)-7-thia-9,11-diazatricyclo[6.4.0.0[2,6]]dodeca-1(8),2(6),9,11-tetraen-12-yl]oxy]-1-methylcyclohexyl)carbamate). Isolated yield 94.8%. As a reaction SMILES: [Si]([O:8][CH2:9][C@H:10]1[CH2:21][CH2:20][C:19]2[S:18][C:17]3[N:16]=[CH:15][N:14]=[C:13]([O:22][CH:23]4[CH2:28][CH2:27][C:26]([NH:30][C:31](=[O:37])[O:32][C:33]([CH3:36])([CH3:35])[CH3:34])([CH3:29])[CH2:25][CH2:24]4)[C:12]=3[C:11]1=2)(C(C)(C)C)(C)C>O1CCCC1>[OH:8][CH2:9][C@H:10]1[CH2:21][CH2:20][C:19]2[S:18][C:17]3[N:16]=[CH:15][N:14]=[C:13]([O:22][CH:23]4[CH2:24][CH2:25][C:26]([NH:30][C:31](=[O:37])[O:32][C:33]([CH3:36])([CH3:35])[CH3:34])([CH3:29])[CH2:27][CH2:28]4)[C:12]=3[C:11]1=2. Procedure: To a solution of tert-butyl N-(4-[[(3S)-3-[[(tert-butyldimethylsilyl)oxy]methyl]-7-thia-9,11-diazatricyclo[6.4.0.0[2,6]]dodeca-1(8),2(6),9,11-tetraen-12-yl]oxy]-1-methylcyclohexyl)carbamate (1.20 g, 2.19 mmol, 1.00 equiv) in tetrahydrofuran (15 mL) was added TBAF-3H2O (1.09 g, 3.45 mmol, 1.58 equiv) at 0° C. and the resulting solution was stirred for 3 h at room temperature. The reaction was quenched with water and extracted with 3×100 mL of ethyl acetate. The organic layers were washed with bri... The reactants are C(C)(C)N1CCC(CC1)OC1=CC=2C=C3N(C2C=C1)CCNC3=O (8-(1-Isopropyl-piperidin-4-yloxy)-3,4-dihydro-2H-pyrazino[1,2-a]indol-1-one), [H-].[Na+] (sodium hydride), C(#N)C1=C(CBr)C=CC=C1 (2-cyanobenzyl bromide). Yields the product C(C)(C)N1CCC(CC1)OC1=CC=2C=C3N(C2C=C1)CCN(C3=O)CC3=C(C#N)C=CC=C3 (2-[8-(1-Isopropyl-piperidin-4-yloxy)-1-oxo-3,4-dihydro-1H-pyrazino[1,2-a]indol-2-ylmethyl]-benzonitrile). Isolated yield 81.0%. RXN SMILES: [CH:1]([N:4]1[CH2:9][CH2:8][CH:7]([O:10][C:11]2[CH:19]=[CH:18][C:17]3[N:16]4[CH2:20][CH2:21][NH:22][C:23](=[O:24])[C:15]4=[CH:14][C:13]=3[CH:12]=2)[CH2:6][CH2:5]1)([CH3:3])[CH3:2].[H-].[Na+].[C:27]([C:29]1[CH:36]=[CH:35][CH:34]=[CH:33][C:30]=1[CH2:31]Br)#[N:28]>>[CH:1]([N:4]1[CH2:9][CH2:8][CH:7]([O:10][C:11]2[CH:19]=[CH:18][C:17]3[N:16]4[CH2:20][CH2:21][N:22]([CH2:31][C:30]5[CH:33]=[CH:34][CH:35]=[CH:36][C:29]=5[C:27]#[N:28])[C:23](=[O:24])[C:15]4=[CH:14][C:13]=3[CH:12]=2)[CH2:6][CH2:5]1)([CH3:3])[CH3:2] |f:1.2|. Reported procedure: The title compound was synthesized in analogy to example 17, from 8-(1-isopropyl-piperidin-4-yloxy)-3,4-dihydro-2H-pyrazino[1,2-a]indol-1-one (example 1), sodium hydride and 2-cyanobenzyl bromide, to give the desired product as a light yellow solid (81%).